From a dataset of the Open Reaction Database (ORD), a public repository of structured organic reaction records. describe an organic reaction: reactants, conditions, products, and yield Reactants: C1CCOC1, CO, Nc1nc(-c2ccccc2O)cc(C2CCCN(C(=O)OCc3ccccc3)C2)c1C(=O)O. The product is COC(=O)c1c(C2CCCN(C(=O)OCc3ccccc3)C2)cc(-c2ccccc2O)nc1N. Reaction SMILES: [CH2:34]1[O:35][CH2:36][CH2:37][CH2:38]1.[CH3:39][OH:40].[NH2:1][c:2]1[c:3]([C:4](=[O:5])[OH:6])[c:7]([CH:18]2[CH2:19][N:20]([C:24](=[O:25])[O:26][CH2:27][c:28]3[cH:29][cH:30][cH:31][cH:32][cH:33]3)[CH2:21][CH2:22][CH2:23]2)[cH:8][c:9](-[c:11]2[c:12]([OH:17])[cH:13][cH:14][cH:15][cH:16]2)[n:10]1>>[NH2:1][c:2]1[c:3]([C:4](=[O:5])[O:6][CH3:34])[c:7]([CH:18]2[CH2:19][N:20]([C:24](=[O:25])[O:26][CH2:27][c:28]3[cH:29][cH:30][cH:31][cH:32][cH:33]3)[CH2:21][CH2:22][CH2:23]2)[cH:8][c:9](-[c:11]2[c:12]([OH:17])[cH:13][cH:14][cH:15][cH:16]2)[n:10]1. Starting materials: FC1=C(C(=O)OC)C=C(C=C1)CNCCCCCC (methyl 2-fluoro-5-[(hexylamino)methyl]benzoate), BrC1=CC=C(C=C1)S(=O)(=O)Cl (4-bromobenzenesulfonyl chloride), TEA, C(=O)(O)[O-].[Na+] (NaHCO3). Run in C(Cl)Cl (DCM). Conditions: time 2 hour. The product is BrC1=CC=C(C=C1)S(=O)(=O)N(CCCCCC)CC=1C=CC(=C(C(=O)OC)C1)F (methyl 5-{[[(4-bromophenyl)sulfonyl](hexyl)amino]methyl}-2-fluorobenzoate). Isolated yield 25.0%. As a reaction SMILES: [F:1][C:2]1[CH:11]=[CH:10][C:9]([CH2:12][NH:13][CH2:14][CH2:15][CH2:16][CH2:17][CH2:18][CH3:19])=[CH:8][C:3]=1[C:4]([O:6][CH3:7])=[O:5].[Br:20][C:21]1[CH:26]=[CH:25][C:24]([S:27](Cl)(=[O:29])=[O:28])=[CH:23][CH:22]=1.C([O-])(O)=O.[Na+]>C(Cl)Cl>[Br:20][C:21]1[CH:26]=[CH:25][C:24]([S:27]([N:13]([CH2:12][C:9]2[CH:10]=[CH:11][C:2]([F:1])=[C:3]([CH:8]=2)[C:4]([O:6][CH3:7])=[O:5])[CH2:14][CH2:15][CH2:16][CH2:17][CH2:18][CH3:19])(=[O:29])=[O:28])=[CH:23][CH:22]=1 |f:2.3|. Reported procedure: To a solution of methyl 2-fluoro-5-[(hexylamino)methyl]benzoate in DCM (13 mL) were added 4-bromobenzenesulfonyl chloride (200 mg; 0.79 mmol) and TEA (0.13 mL; 0.94 mmol). The reaction mixture was stirred at room temperature for 2 hours under N2 atmosphere. The mixture was poured into a saturated solution of NaHCO3 and extracted with DCM (2×100 mL). The combined organic layers were then washed with a saturated solution of NH4Cl (150 mL) and with brine (150 mL), dried over magnesium sulfate, filt... The reactants are CC(=O)CC (methyl-ethyl-ketone), C([O-])([O-])=O.[K+].[K+] (potassium carbonate), C(C)I (ethyl iodide), OC=1C=C2C(CC(OC2=CC1OC)(C)C)=O (6-hydroxy-7-methoxy-2,2-dimethy-4-chromanone). The product is C(C)OC=1C=C2C(CC(OC2=CC1OC)(C)C)=O (6-ethoxy-7-methoxy-2,2-dimethyl-4-chromanone). The yield is 95.0%. Reaction SMILES: [CH3:1][C:2](CC)=O.C(=O)([O-])[O-].[K+].[K+].C(I)C.[OH:15][C:16]1[CH:17]=[C:18]2[C:23](=[CH:24][C:25]=1[O:26][CH3:27])[O:22][C:21]([CH3:29])([CH3:28])[CH2:20][C:19]2=[O:30]>>[CH2:1]([O:15][C:16]1[CH:17]=[C:18]2[C:23](=[CH:24][C:25]=1[O:26][CH3:27])[O:22][C:21]([CH3:28])([CH3:29])[CH2:20][C:19]2=[O:30])[CH3:2] |f:1.2.3|. Procedure details: In 100 ml of methyl-ethyl-ketone 4.45g (20 millimoles) of 6-hydroxy-7-methoxy-2,2-dimethy-4-chromanone are dissolved, whereupon 4.1 g (30 millimoles) of potassium carbonate and 4.7 g (2.4 ml, 30 millimoles) of ethyl iodide are added and the reaction mixture is refluxed for 5 hours. The precipitated inorganic salt is filtered off, washed twice with 20 ml of acetone each and the solvent is removed. The residue is crystallized from 90% ethanol. Thus 4.75 g of the desired compound are obtained, yiel... Reactants: FC=1C=C(C(=O)O)C=CC1C(=O)OC (3-fluoro-4-methoxycarbonylbenzoic acid), O.NN (hydrazine monohydrate), ON1N=NC2=C1C=CC=C2 (1-hydroxybenzotriazole), Cl.CN(CCCN=C=NCC)C (1-(3-(dimethylamino)propyl)-3-ethylcarbodiimide hydrochloride). Yields the product FC1=C(C(=O)OC)C=CC(=C1)C(=O)NN (methyl 2-fluoro-4-hydrazinocarbonylbenzoate). The yield is 21.5%. As a reaction SMILES: [F:1][C:2]1[CH:3]=[C:4]([CH:8]=[CH:9][C:10]=1[C:11]([O:13][CH3:14])=[O:12])[C:5](O)=[O:6].O[N:16]1C2C=CC=CC=2N=[N:17]1.Cl.CN(C)CCCN=C=NCC.O.NN>>[F:1][C:2]1[CH:3]=[C:4]([C:5]([NH:16][NH2:17])=[O:6])[CH:8]=[CH:9][C:10]=1[C:11]([O:13][CH3:14])=[O:12] |f:2.3,4.5|. Procedure: From 3-fluoro-4-methoxycarbonylbenzoic acid (198 mg, 1 mmol), 1-hydroxybenzotriazole (HOBt) (135 mg, 1 mmol), 1-(3-(dimethylamino)propyl)-3-ethylcarbodiimide hydrochloride (WSC) (249 mg, 1.3 mmol) and hydrazine monohydrate (73 μL, 1.5 mmol), 45.6 mg of the desired product was obtained in the same manner as in Reference Synthesis Example 50 as a white solid (yield 22%). Starting materials: Cl (hydrochloric acid), NC1=NNC=C1C1=CC=C(C=C1)CC1=CC=CC=C1 (3-amino-4-(4-benzylphenyl)pyrazole), C(C)OC(C(C(=O)OCC)=COCC)=O (ethoxymethylenemalonic diethylester), [O-]CC.[Na+].C(C)O (sodium ethoxide ethanol). The solvent is O (water), C(C)O (ethanol). Yields the product C(C1=CC=CC=C1)C1=CC=C(C=C1)C=1C=NN2C1N=CC(=C2O)C(=O)OCC (3-(4-benzylphenyl)-6-ethoxycarbonyl-7-hydroxypyrazolo[1,5-a]pyrimidine). Isolated yield 99.7%. Reaction SMILES: [NH2:1][C:2]1[C:6]([C:7]2[CH:12]=[CH:11][C:10]([CH2:13][C:14]3[CH:19]=[CH:18][CH:17]=[CH:16][CH:15]=3)=[CH:9][CH:8]=2)=[CH:5][NH:4][N:3]=1.[CH2:20]([O:22][C:23](=[O:34])[C:24](=[CH:30]OCC)[C:25](OCC)=[O:26])[CH3:21].[O-]CC.[Na+].C(O)C.Cl>O.C(O)C>[CH2:13]([C:10]1[CH:9]=[CH:8][C:7]([C:6]2[CH:5]=[N:4][N:3]3[C:25]([OH:26])=[C:24]([C:23]([O:22][CH2:20][CH3:21])=[O:34])[CH:30]=[N:1][C:2]=23)=[CH:12][CH:11]=1)[C:14]1[CH:15]=[CH:16][CH:17]=[CH:18][CH:19]=1 |f:2.3.4|. Procedure: A mixture of 3-amino-4-(4-benzylphenyl)pyrazole (0.75 g), ethoxymethylenemalonic diethylester (1.30 g) and ethanol (30 ml) was stirred under heating reflux for 48 hours. After cooling, sodium ethoxide -ethanol was added, and was stirred at room temperature for 12 hours. Then, at 0° C., 10% hydrochloric acid was added to adjust to acid, and water (50 ml) was added and stirred for 30 minutes. The precipitate was separated by filtration, washed with water, and dried to give the title compound (1.12...